Dataset: the Open Reaction Database (ORD), a public repository of structured organic reaction records. Task: describe an organic reaction: reactants, conditions, products, and yield Reactants: ClCCl, N#Cc1ccc(C(O)c2cn(C(c3ccccc3)(c3ccccc3)c3ccccc3)cn2)cc1. The product is N#Cc1ccc(C(=O)c2cn(C(c3ccccc3)(c3ccccc3)c3ccccc3)cn2)cc1. RXN SMILES: [Cl:35][CH2:36][Cl:37].[OH:1][CH:2]([c:3]1[cH:4][cH:5][c:6]([C:7]#[N:8])[cH:9][cH:10]1)[c:11]1[n:12][cH:13][n:14]([C:16]([c:17]2[cH:18][cH:19][cH:20][cH:21][cH:22]2)([c:23]2[cH:24][cH:25][cH:26][cH:27][cH:28]2)[c:29]2[cH:30][cH:31][cH:32][cH:33][cH:34]2)[cH:15]1>>[O:1]=[C:2]([c:3]1[cH:4][cH:5][c:6]([C:7]#[N:8])[cH:9][cH:10]1)[c:11]1[n:12][cH:13][n:14]([C:16]([c:17]2[cH:18][cH:19][cH:20][cH:21][cH:22]2)([c:23]2[cH:24][cH:25][cH:26][cH:27][cH:28]2)[c:29]2[cH:30][cH:31][cH:32][cH:33][cH:34]2)[cH:15]1. Starting materials: BrCCCCCCC1=C2C(C(=O)NC2=O)=CC=C1 (6-Bromohexylphthalimide), N1CCOCC1 (morpholine). The solvent is C(C)OCC (ethyl ether). The product is N1(CCOCC1)CCCCCCC1=C2C(C(=O)NC2=O)=CC=C1 (6-morpholinylhexylphthalimide). As a reaction SMILES: Br[CH2:2][CH2:3][CH2:4][CH2:5][CH2:6][CH2:7][C:8]1[CH:18]=[CH:17][CH:16]=[C:10]2[C:11]([NH:13][C:14](=[O:15])[C:9]=12)=[O:12].[NH:19]1[CH2:24][CH2:23][O:22][CH2:21][CH2:20]1>C(OCC)C>[N:19]1([CH2:2][CH2:3][CH2:4][CH2:5][CH2:6][CH2:7][C:8]2[CH:18]=[CH:17][CH:16]=[C:10]3[C:11]([NH:13][C:14](=[O:15])[C:9]=23)=[O:12])[CH2:24][CH2:23][O:22][CH2:21][CH2:20]1. Reported procedure: 6-Bromohexylphthalimide (633 mg; 2.0 mmoles) and morpholine (0.35 mg; 4.0 mmoles) were dissolved in anhydrous ethyl ether (5 ml). Reaction times and process as per Example 1. Reactants: O (water), CCN(C(C)C)C(C)C (DIPEA), O=P(Cl)(Cl)Cl (POCl3), FC(C1=CC=2N=CN=C(C2N=C1)O)(F)F (7-Trifluoromethyl-pyrido[3,2-d]pyrimidin-4-ol). Solvent: C1(=CC=CC=C1)C (toluene), CCOC(=O)C (EtOAc). Conditions: temperature 115 celsius. Product: ClC=1C2=C(N=CN1)C=C(C=N2)C(F)(F)F (4-Chloro-7-trifluoromethyl-pyrido[3,2-d]pyrimidine). RXN SMILES: [F:1][C:2]([F:15])([F:14])[C:3]1[CH:12]=[N:11][C:10]2[C:9](O)=[N:8][CH:7]=[N:6][C:5]=2[CH:4]=1.CCN(C(C)C)C(C)C.O=P(Cl)(Cl)[Cl:27].O>C1(C)C=CC=CC=1.CCOC(C)=O>[Cl:27][C:9]1[C:10]2[N:11]=[CH:12][C:3]([C:2]([F:15])([F:14])[F:1])=[CH:4][C:5]=2[N:6]=[CH:7][N:8]=1. Reported procedure: 7-Trifluoromethyl-pyrido[3,2-d]pyrimidin-4-ol (300 mg, 1.39 mmol) was dissolved in toluene (5 ml). DIPEA (541 mg, 4.18 mmol) and POCl3 (641 mg, 4.18 mmol) were added and the reaction mixture was heated to 115° C. (external temperature). The reaction was cooled to rt and partioned between water (50 ml) and EtOAc (50 ml). The phases were separated and the aq phase was extracted twice with EtOAc (25 ml). The combined organic layer was washed with NaHCO3 solution and brine, treated with MgSO4 and fi... Starting materials: [C-]#N.C(CCC)[NH3+] (butylammonium cyanide), NN (Hydrazine), C(CCC)N (butylamine). Reaction conditions: temperature 75 celsius. The product is C(CCC)N1C=NN=C1 (4-n-butyl-1,2,4-triazole). Isolated yield 63.0%. RXN SMILES: [C-:1]#[N:2].[CH2:3]([NH3+:7])[CH2:4][CH2:5][CH3:6].NN.[CH2:10]([NH2:14])CCC>>[CH2:3]([N:7]1[CH:10]=[N:14][N:2]=[CH:1]1)[CH2:4][CH2:5][CH3:6] |f:0.1|. Procedure: In Example 6, Example 5 was repeated except that the butylamine-HCN mixture was not heated so as to avoid polymerizing the hydrogen cyanide. An NMR spectrum of this mixture gave no evidence of butylformamidine formation but rather was consistent with a simple solution of butylammonium cyanide in butylamine. Hydrazine was added and the reaction mixture was heated to 75° C. to give a 63% yield of 4-n-butyl-1,2,4-triazole in only four hours. The only differences between this experiment and Examples... Reactants: CC#N, CC(=O)O, CCOC(=O)C1=C(NC(C)c2ccccc2)CCN(C(=O)OC(C)(C)C)C1. Yields the product CCOC(=O)C1CN(C(=O)OC(C)(C)C)CCC1NC(C)c1ccccc1. Reaction SMILES: [CH3:28][C:29]#[N:30].[CH3:31][C:32](=[O:33])[OH:34].[c:1]1([CH:7]([CH3:8])[NH:9][C:10]2=[C:11]([C:23](=[O:24])[O:25][CH2:26][CH3:27])[CH2:12][N:13]([C:16](=[O:17])[O:18][C:19]([CH3:20])([CH3:21])[CH3:22])[CH2:14][CH2:15]2)[cH:2][cH:3][cH:4][cH:5][cH:6]1>>[c:1]1([CH:7]([CH3:8])[NH:9][CH:10]2[CH:11]([C:23](=[O:24])[O:25][CH2:26][CH3:27])[CH2:12][N:13]([C:16](=[O:17])[O:18][C:19]([CH3:20])([CH3:21])[CH3:22])[CH2:14][CH2:15]2)[cH:2][cH:3][cH:4][cH:5][cH:6]1. Reactants: NC1=CC2=C(NN=N2)C=C1 (5-aminobenzotriazole), Cl.CN(C)C1=CC(=C(C(=O)Cl)C=C1)N=NC1=CC=CC=C1 (4-(N,N-dimethylamino)-phenylazobenzoyl chloride, hydrochloride), CN(C1=CC=CC=C1)C (N,N-dimethylaniline), O1CCCC1 (tetrahydrofuran). Run at time 8 hour. Yields the product N1N=NC2=C1C=CC(=C2)NC(C2=CC=C(C=C2)N=NC2=CC=C(C=C2)N(C)C)=O (N-(benzotriazol-5-yl)-4-(4-dimethylaminophenylazo)benzamide). RXN SMILES: [NH2:1][C:2]1[CH:10]=[CH:9][C:5]2[NH:6][N:7]=[N:8][C:4]=2[CH:3]=1.Cl.CN([C:15]1[CH:23]=[CH:22][C:18](C(Cl)=O)=[C:17]([N:24]=[N:25][C:26]2[CH:31]=[CH:30][CH:29]=[CH:28][CH:27]=2)[CH:16]=1)C.[CH3:32][N:33]([CH3:40])C1C=CC=CC=1.[O:41]1CCC[CH2:42]1>>[NH:6]1[C:5]2[CH:9]=[CH:10][C:2]([NH:1][C:42](=[O:41])[C:29]3[CH:28]=[CH:27][C:26]([N:25]=[N:24][C:17]4[CH:16]=[CH:15][C:23]([N:33]([CH3:40])[CH3:32])=[CH:22][CH:18]=4)=[CH:31][CH:30]=3)=[CH:3][C:4]=2[N:8]=[N:7]1 |f:1.2|. Procedure: A mixture of 5-aminobenzotriazole (0.47 g), 4-(N,N-dimethylamino)-phenylazobenzoyl chloride, hydrochloride (1.13 g) and N,N-dimethylaniline (0.84 g) in dry tetrahydrofuran was stirred overnight and the resulting precipitate was filtered off and recrystallized in a dimethylformamide/water mixture to give pure dye, 0.73 g, m.p. 246°, λmax (methanol)=435 nm. The reactants are CCOC(=O)CC(NC(=O)CNC(=O)OC(C)(C)C)c1cccnc1, Cl, C1COCCO1. Yields the product CCOC(=O)CC(NC(=O)CN)c1cccnc1. As a reaction SMILES: [CH3:1][C:2]([CH3:3])([O:4][C:5](=[O:6])[NH:7][CH2:8][C:9](=[O:10])[NH:11][CH:12]([CH2:13][C:14](=[O:15])[O:16][CH2:17][CH3:18])[c:19]1[cH:20][n:21][cH:22][cH:23][cH:24]1)[CH3:25].[ClH:26].[O:27]1[CH2:28][CH2:29][O:30][CH2:31][CH2:32]1>>[NH2:7][CH2:8][C:9](=[O:10])[NH:11][CH:12]([CH2:13][C:14](=[O:15])[O:16][CH2:17][CH3:18])[c:19]1[cH:20][n:21][cH:22][cH:23][cH:24]1. Product: Nc1nc(-c2cn3c(n2)-c2cc(-c4ccc(Cl)cc4)ccc2OCC3)n(-c2ccccc2Cl)n1. Reaction SMILES: [Br:1][c:2]1[cH:3][cH:4][c:5]2[c:6]([cH:28]1)-[c:7]1[n:8]([cH:12][c:13](-[c:15]3[n:16][c:17]([NH2:27])[n:18][n:19]3-[c:20]3[c:21]([Cl:26])[cH:22][cH:23][cH:24][cH:25]3)[n:14]1)[CH2:9][CH2:10][O:11]2.[C:39](=[O:40])([O-:41])[O-:42].[Cl:29][c:30]1[cH:31][cH:32][c:33]([B:36]([OH:37])[OH:38])[cH:34][cH:35]1.[Cs+:43].[Cs+:44].[O:46]1[CH2:47][CH2:48][O:49][CH2:50][CH2:51]1.[OH2:45]>>[c:2]1(-[c:33]2[cH:32][cH:31][c:30]([Cl:29])[cH:35][cH:34]2)[cH:3][cH:4][c:5]2[c:6]([cH:28]1)-[c:7]1[n:8]([cH:12][c:13](-[c:15]3[n:16][c:17]([NH2:27])[n:18][n:19]3-[c:20]3[c:21]([Cl:26])[cH:22][cH:23][cH:24][cH:25]3)[n:14]1)[CH2:9][CH2:10][O:11]2. The reactants are Nc1nc(-c2cn3c(n2)-c2cc(Br)ccc2OCC3)n(-c2ccccc2Cl)n1, O=C([O-])[O-], OB(O)c1ccc(Cl)cc1, [Cs+], [Cs+], C1COCCO1, O. Starting materials: C(C)[BH-](CC)CC.[Li+] (lithium triethylborohydride), O (Water), C(C1=CC=CC=C1)(=O)N1C2=CC=C(C=C2OC=2C=C(C=CC12)NCC)NCC (10-benzoyl-3,7-diethylaminophenoxazine), OC1=C(C=C(C(=O)Cl)C=C1C(C)(C)C)C(C)(C)C (4-hydroxy-3,5-di-t-butylbenzoyl chloride). The solvent is O1CCCC1 (tetrahydrofuran), O1CCCC1 (tetrahydrofuran). Conditions: time 1 hour. Product: C(C)(C)(C)C=1C=C(C(=O)N2C3=CC=C(C=C3OC=3C=C(C=CC23)NCC)NCC)C=C(C1O)C(C)(C)C (10-(3,5-di-t-butyl-4-hydroxybenzoyl)3,7-diethylaminophenoxazine). Reaction SMILES: C([N:9]1[C:22]2[CH:21]=[CH:20][C:19]([NH:23][CH2:24][CH3:25])=[CH:18][C:17]=2[O:16][C:15]2[C:10]1=[CH:11][CH:12]=[C:13]([NH:26][CH2:27][CH3:28])[CH:14]=2)(=O)C1C=CC=CC=1.C([BH-](CC)CC)C.[Li+].[OH:37][C:38]1[C:46]([C:47]([CH3:50])([CH3:49])[CH3:48])=[CH:45][C:41]([C:42](Cl)=[O:43])=[CH:40][C:39]=1[C:51]([CH3:54])([CH3:53])[CH3:52].O>O1CCCC1>[C:51]([C:39]1[CH:40]=[C:41]([CH:45]=[C:46]([C:47]([CH3:50])([CH3:49])[CH3:48])[C:38]=1[OH:37])[C:42]([N:9]1[C:22]2[CH:21]=[CH:20][C:19]([NH:23][CH2:24][CH3:25])=[CH:18][C:17]=2[O:16][C:15]2[C:10]1=[CH:11][CH:12]=[C:13]([NH:26][CH2:27][CH3:28])[CH:14]=2)=[O:43])([CH3:54])([CH3:53])[CH3:52] |f:1.2|. Procedure details: A solution containing 4.29 g of 10-benzoyl-3,7-diethylaminophenoxazine in 15 ml of tetrahydrofuran was added to 26 ml of 1M lithium triethylborohydride in tetrahydrofuran. After the addition was complete, the mixture was stirred for one hour. To this was added, over 15 minutes, 3.1 grams of 4-hydroxy-3,5-di-t-butylbenzoyl chloride. The mixture was stirred for one hour. Water was added and the product extracted into ethyl acetate. The solvent was removed and the product filtered through a pad of ...